describe an organic reaction: reactants, conditions, products, and yield From a dataset of the Open Reaction Database (ORD), a public repository of structured organic reaction records. Starting materials: BrCCCCl (1-bromo-3-chloropropane), CN(CCCCCCCC)C (dimethyloctylamine). Run in CO (methanol). Product: [Br-].ClCCC[N+](CCCCCCCC)(C)C ((3-chloropropyl)dimethyloctylammonium bromide). Reaction SMILES: [Br:1][CH2:2][CH2:3][CH2:4][Cl:5].[CH3:6][N:7]([CH3:16])[CH2:8][CH2:9][CH2:10][CH2:11][CH2:12][CH2:13][CH2:14][CH3:15]>CO>[Br-:1].[Cl:5][CH2:4][CH2:3][CH2:2][N+:7]([CH3:6])([CH3:16])[CH2:8][CH2:9][CH2:10][CH2:11][CH2:12][CH2:13][CH2:14][CH3:15] |f:3.4|. Procedure: (3-chloropropyl)dimethyloctylammonium bromide was prepared by the reaction of 1-bromo-3-chloropropane and dimethyloctylamine in methanol. Starting materials: N(=[N+]=[N-])CC=1CS[C@H]2N(C1C(=O)O)C(C2NC(C(=NOC(C)(OC)C)C=2N=C(SC2)NC(C2=CC=CC=C2)(C2=CC=CC=C2)C2=CC=CC=C2)=O)=O (3-azidomethyl-7-[2-(2-tritylamino-4-thiazolyl)-2-(1-methyl-1-methoxy-ethoxyimino)-acetamido]-ceph-3-eme-4-carboxylic acid), C(C)(=O)OCCl (chloromethyl acetate), [I-].[Na+] (sodium iodide), C(C)(=O)OCI (iodomethyl acetate). Solvent: CC(=O)C (acetone). The product is N(=[N+]=[N-])CC=1CS[C@H]2N(C1C(=O)OCOC(C)=O)C(C2NC(C(=NOC(C)(OC)C)C=2N=C(SC2)NC(C2=CC=CC=C2)(C2=CC=CC=C2)C2=CC=CC=C2)=O)=O (acetoxymethyl 3-azidomethyl-7-[2-(2-tritylamino-4-thiazolyl)-2-(1-methyl-1-methoxyethoxyimino)-acetamido]-ceph-3-eme-4-carboxylate). RXN SMILES: [C:1]([O:4][CH2:5]Cl)(=[O:3])[CH3:2].[I-].[Na+].C(OCI)(=O)C.[N:15]([CH2:18][C:19]1[CH2:20][S:21][C@@H:22]2[CH:29]([NH:30][C:31](=[O:65])[C:32]([C:40]3[N:41]=[C:42]([NH:45][C:46]([C:59]4[CH:64]=[CH:63][CH:62]=[CH:61][CH:60]=4)([C:53]4[CH:58]=[CH:57][CH:56]=[CH:55][CH:54]=4)[C:47]4[CH:52]=[CH:51][CH:50]=[CH:49][CH:48]=4)[S:43][CH:44]=3)=[N:33][O:34][C:35]([CH3:39])([O:37][CH3:38])[CH3:36])[C:28](=[O:66])[N:23]2[C:24]=1[C:25]([OH:27])=[O:26])=[N+:16]=[N-:17]>CC(C)=O>[N:15]([CH2:18][C:19]1[CH2:20][S:21][C@@H:22]2[CH:29]([NH:30][C:31](=[O:65])[C:32]([C:40]3[N:41]=[C:42]([NH:45][C:46]([C:53]4[CH:54]=[CH:55][CH:56]=[CH:57][CH:58]=4)([C:59]4[CH:64]=[CH:63][CH:62]=[CH:61][CH:60]=4)[C:47]4[CH:48]=[CH:49][CH:50]=[CH:51][CH:52]=4)[S:43][CH:44]=3)=[N:33][O:34][C:35]([CH3:36])([O:37][CH3:38])[CH3:39])[C:28](=[O:66])[N:23]2[C:24]=1[C:25]([O:27][CH2:5][O:4][C:1](=[O:3])[CH3:2])=[O:26])=[N+:16]=[N-:17] |f:1.2|. Procedure: A mixture of 141 mg of chloromethyl acetate, 225 mg of sodium iodide and 4 ml of acetone was refluxed for 40 minutes and was cooled to obtain a suspension of iodomethyl acetate. Using the procedure of Step B of Example 6, 739 mg of 3-azidomethyl-7-[2-(2-tritylamino-4-thiazolyl)-2-(1-methyl-1-methoxy-ethoxyimino)-acetamido]-ceph-3-eme-4-carboxylic acid and the said suspension were reacted to obtain 698 mg of the syn isomer of acetoxymethyl 3-azidomethyl-7-[2-(2-tritylamino-4-thiazolyl)-2-(1-methy... Starting materials: Cl (hydrochloric acid), ClC(=O)OC(C)C (isopropyl chloroformate), C[Si](ON)(C)C (O-(trimethylsilyl)hydroxylamine), ClC(=O)OC(C)C (isopropyl chloroformate), C(C)OC(=O)C=1C=CC2=C(N(C(C(S2)CCCC2=CC=C(C=C2)OC)=O)CC(=O)O)C1 ({6-(ethoxycarbonyl)-2-[3-(4-methoxyphenyl)propyl]-3-oxo-2,3-dihydro-4H-1,4-benzothiazin-4-yl}acetic acid), CN1CCOCC1 (N-methylmorpholine). The solvent is O1CCCC1 (tetrahydrofuran). Reaction conditions: time 25 minute. Product: ONC(CN1C(C(SC2=C1C=C(C=C2)C(=O)OCC)CCCC2=CC=C(C=C2)OC)=O)=O (Ethyl 4-[2-(hydroxyamino)-2-oxoethyl]-2-[3-(4-methoxyphenyl)propyl]-3-oxo-3,4-dihydro-2H-1,4-benzothiazine-6-carboxylate). RXN SMILES: ClC(OC(C)C)=O.[CH2:8]([O:10][C:11]([C:13]1[CH:14]=[CH:15][C:16]2[S:21][CH:20]([CH2:22][CH2:23][CH2:24][C:25]3[CH:30]=[CH:29][C:28]([O:31][CH3:32])=[CH:27][CH:26]=3)[C:19](=[O:33])[N:18]([CH2:34][C:35]([OH:37])=O)[C:17]=2[CH:38]=1)=[O:12])[CH3:9].CN1CCOCC1.C[Si](C)(C)[O:48][NH2:49].Cl>O1CCCC1>[OH:48][NH:49][C:35](=[O:37])[CH2:34][N:18]1[C:17]2[CH:38]=[C:13]([C:11]([O:10][CH2:8][CH3:9])=[O:12])[CH:14]=[CH:15][C:16]=2[S:21][CH:20]([CH2:22][CH2:23][CH2:24][C:25]2[CH:26]=[CH:27][C:28]([O:31][CH3:32])=[CH:29][CH:30]=2)[C:19]1=[O:33]. Reported procedure: At −15° C., isopropyl chloroformate (2.84 ml) was added dropwise to a solution of {6-(ethoxycarbonyl)-2-[3-(4-methoxyphenyl)propyl]-3-oxo-2,3-dihydro-4H-1,4-benzothiazin-4-yl}acetic acid (10.64 g) and N-methylmorpholine (3.2 ml) in tetrahydrofuran (200 ml). After the dropwise addition of the whole isopropyl chloroformate, the resulting mixture was stirred for 25 minutes and then O-(trimethylsilyl)hydroxylamine (3.52 ml) was added dropwise thereto. After 3 hours, the reaction mixture was poured i... As a reaction SMILES: [F:1][C:2]([F:28])([F:27])[C@H:3]1[CH2:8][CH2:7][C@H:6]([NH:9][C:10](=[O:26])[C:11]2[CH:16]=[C:15]([NH2:17])[C:14]([NH2:18])=[CH:13][C:12]=2[N:19]2[CH2:24][CH2:23][CH:22]([F:25])[CH2:21][CH2:20]2)[CH2:5][CH2:4]1.[F:29][C:30]1[C:43]([N:44]=[C:45]=S)=[C:42]([F:47])[CH:41]=[CH:40][C:31]=1[CH2:32][NH:33][C:34](=[O:39])[C:35]([CH3:38])([CH3:37])[CH3:36].CC(C)N=C=NC(C)C>CN(C=O)C>[F:28][C:2]([F:27])([F:1])[C@H:3]1[CH2:4][CH2:5][C@H:6]([NH:9][C:10]([C:11]2[C:12]([N:19]3[CH2:24][CH2:23][CH:22]([F:25])[CH2:21][CH2:20]3)=[CH:13][C:14]3[NH:18][C:45]([NH:44][C:43]4[C:42]([F:47])=[CH:41][CH:40]=[C:31]([CH2:32][NH:33][C:34](=[O:39])[C:35]([CH3:36])([CH3:37])[CH3:38])[C:30]=4[F:29])=[N:17][C:15]=3[CH:16]=2)=[O:26])[CH2:7][CH2:8]1. Run in CN(C)C=O (DMF). Procedure details: The title compound is prepared in analogy to 2c from N-(trans-4-trifluoromethyl-cyclohexyl)-2-(4-fluoro-piperidinyl)-4,5-diamino-benzoic acid amide (50 mg, 0.12 mmol), and N-(2,4-difluoro-3-isothiocyanato-benzyl)-2,2-dimethyl-propionamide (70 mg, 0.24 mmol), DIC (30 μL) and DMF (2.0 mL). Reactants: 2c, FC([C@@H]1CC[C@H](CC1)NC(C1=C(C=C(C(=C1)N)N)N1CCC(CC1)F)=O)(F)F (N-(trans-4-trifluoromethyl-cyclohexyl)-2-(4-fluoro-piperidinyl)-4,5-diamino-benzoic acid amide), FC1=C(CNC(C(C)(C)C)=O)C=CC(=C1N=C=S)F (N-(2,4-difluoro-3-isothiocyanato-benzyl)-2,2-dimethyl-propionamide), CC(N=C=NC(C)C)C (DIC). Product: FC([C@@H]1CC[C@H](CC1)NC(=O)C1=CC2=C(NC(=N2)NC2=C(C(=CC=C2F)CNC(C(C)(C)C)=O)F)C=C1N1CCC(CC1)F)(F)F (N-(trans-4-Trifluoromethyl-cyclohexyl)-2-{2,6-difluoro-3-[(2,2-dimethyl-propionylamino)-methyl]-phenylamino}-6-[4-fluoro-piperidinyl]-1H-benzimidazole-5-carboxylic acid amide).